Dataset: the Open Reaction Database (ORD), a public repository of structured organic reaction records. Task: describe an organic reaction: reactants, conditions, products, and yield Reactants: CC#N, Cl, [Cu+2], CC(C)(C)ON=O, COc1c(Cl)cc(F)c(-n2c(=O)cc(C(F)(F)F)n(C)c2=O)c1N, O=S(=O)([O-])[O-]. Product: COc1c(Cl)cc(F)c(-n2c(=O)cc(C(F)(F)F)n(C)c2=O)c1O. As a reaction SMILES: [CH3:39][C:40]#[N:41].[ClH:32].[Cu+2:33].[N:1](=[O:2])[O:3][C:4]([CH3:5])([CH3:6])[CH3:7].[NH2:8][c:9]1[c:10](-[n:19]2[c:20](=[O:31])[n:21]([CH3:30])[c:22]([C:26]([F:27])([F:28])[F:29])[cH:23][c:24]2=[O:25])[c:11]([F:18])[cH:12][c:13]([Cl:17])[c:14]1[O:15][CH3:16].[O-:34][S:35](=[O:36])(=[O:37])[O-:38]>>[OH:2][c:9]1[c:10](-[n:19]2[c:20](=[O:31])[n:21]([CH3:30])[c:22]([C:26]([F:27])([F:28])[F:29])[cH:23][c:24]2=[O:25])[c:11]([F:18])[cH:12][c:13]([Cl:17])[c:14]1[O:15][CH3:16]. Starting materials: CCOCC, Cl, [N-]=[N+]=NC(CC1OCCO1)c1ccc(C(F)(F)F)nc1, C1CCOC1. Yields the product [N-]=[N+]=NC(CC=O)c1ccc(C(F)(F)F)nc1. As a reaction SMILES: [CH2:22]([O:23][CH2:24][CH3:25])[CH3:26].[ClH:21].[N:1](=[N+:2]=[N-:3])[CH:4]([CH2:5][CH:6]1[O:7][CH2:10][CH2:9][O:8]1)[c:11]1[cH:12][cH:13][c:14]([C:17]([F:18])([F:19])[F:20])[n:15][cH:16]1.[O:27]1[CH2:28][CH2:29][CH2:30][CH2:31]1>>[N:1](=[N+:2]=[N-:3])[CH:4]([CH2:5][CH:6]=[O:7])[c:11]1[cH:12][cH:13][c:14]([C:17]([F:18])([F:19])[F:20])[n:15][cH:16]1. Starting materials: N1(C=NC=C1)CC=1C=C(C(=CC1)N)N (4-(1H-imidazol-1-ylmethyl)-1,2-benzenediamine), C1(=CC=CC=C1)C(C(=O)C1=CC=CC=C1)=O (diphenylethanedione). Solvent: C(C)O (ethanol). Conditions: time 4 hour. Yields the product N1(C=NC=C1)CC=1C=C2N=C(C(=NC2=CC1)C1=CC=CC=C1)C1=CC=CC=C1 (6-(1H-imidazol-1-ylmethyl)-2,3-diphenylquinoxaline). The yield is 55.0%. As a reaction SMILES: [N:1]1([CH2:6][C:7]2[CH:8]=[C:9]([NH2:14])[C:10]([NH2:13])=[CH:11][CH:12]=2)[CH:5]=[CH:4][N:3]=[CH:2]1.[C:15]1([C:21](=O)[C:22]([C:24]2[CH:29]=[CH:28][CH:27]=[CH:26][CH:25]=2)=O)[CH:20]=[CH:19][CH:18]=[CH:17][CH:16]=1>C(O)C>[N:1]1([CH2:6][C:7]2[CH:8]=[C:9]3[C:10](=[CH:11][CH:12]=2)[N:13]=[C:22]([C:24]2[CH:29]=[CH:28][CH:27]=[CH:26][CH:25]=2)[C:21]([C:15]2[CH:20]=[CH:19][CH:18]=[CH:17][CH:16]=2)=[N:14]3)[CH:5]=[CH:4][N:3]=[CH:2]1. Procedure: A mixture of 3.76 parts of 4-(1H-imidazol-1-ylmethyl)-1,2-benzenediamine, 4.5 parts of diphenylethanedione and 80 parts of ethanol was stirred for 4 hours at reflux temperature. The reaction mixture was concentrated and the concentrate was purified by column chromatography over silica gel using a mixture of trichloromethane and methanol (95:5 by volume) as eluent. The pure fractions were collected and the eluent was evaporated. The residue was crystallized from a mixture of 1,1'-oxybisethane and...